Dataset: the Open Reaction Database (ORD), a public repository of structured organic reaction records. Task: describe an organic reaction: reactants, conditions, products, and yield Reactants: [BH4-].[Na+] (NaBH4), C(=O)(O)C=1N=C(OC1)CC(CC(=O)OCC)C1=CC=CC=C1 (ethyl (±)-4-(4-carboxy-1,3-oxazol-2-yl)-3-phenylbutanoate), CN1CCOCC1 (4-methylmorpholine), ClC(=O)OCC (ethyl chloroformate). Solvent: CO (MeOH), C1CCOC1 (THF). Reaction conditions: time 10 minute. Yields the product OCC=1N=C(OC1)CC(CC(=O)OCC)C1=CC=CC=C1 (Ethyl (±)-4-(4-hydroxymethyl-1,3-oxazol-2-yl)-3-phenylbutanoate). The yield is 77.7%. RXN SMILES: [C:1]([C:4]1[N:5]=[C:6]([CH2:9][CH:10]([C:17]2[CH:22]=[CH:21][CH:20]=[CH:19][CH:18]=2)[CH2:11][C:12]([O:14][CH2:15][CH3:16])=[O:13])[O:7][CH:8]=1)(O)=[O:2].CN1CCOCC1.ClC(OCC)=O.[BH4-].[Na+]>C1COCC1.CO>[OH:2][CH2:1][C:4]1[N:5]=[C:6]([CH2:9][CH:10]([C:17]2[CH:22]=[CH:21][CH:20]=[CH:19][CH:18]=2)[CH2:11][C:12]([O:14][CH2:15][CH3:16])=[O:13])[O:7][CH:8]=1 |f:3.4|. Reported procedure: To a solution of ethyl (±)-4-(4-carboxy-1,3-oxazol-2-yl)-3-phenylbutanoate (500 mg, 1.65 mmole) in dry THF (8 mL) was added 4-methylmorpholine (0.22 mL, 1.99 mmole) then ethyl chloroformate (0.19 mL, 1.99 mmole) at 0° C. After 10 min, NaBH4 (249 mg, 6.59 mmole) was added all at once, then MeOH (8 mL) was added dropwise. After 30 min, the mixture was quenched with H2O (20 mL) and extracted with EtOAc (3×20 mL). The combined organic extracts were dried over MgSO4, filtered, and concentrated under ... The reactants are N, O=Cc1nnc2n1-c1ccc(Cl)cc1C(c1ccccc1)=NC2, c1ccccc1. Yields the product N#Cc1nnc2n1-c1ccc(Cl)cc1C(c1ccccc1)=NC2. Reaction SMILES: [NH3:24].[c:1]1([C:7]2=[N:8][CH2:9][c:10]3[n:11]([c:19]([CH:22]=[O:23])[n:20][n:21]3)-[c:12]3[c:13]2[cH:14][c:15]([Cl:18])[cH:16][cH:17]3)[cH:2][cH:3][cH:4][cH:5][cH:6]1.[cH:25]1[cH:26][cH:27][cH:28][cH:29][cH:30]1>>[c:1]1([C:7]2=[N:8][CH2:9][c:10]3[n:11]([c:19]([C:22]#[N:24])[n:20][n:21]3)-[c:12]3[c:13]2[cH:14][c:15]([Cl:18])[cH:16][cH:17]3)[cH:2][cH:3][cH:4][cH:5][cH:6]1. Starting materials: BrC1=CC2=C(C(OC2)=O)S1 (2-bromothieno[2,3-c]furan-6(4H)-one), CC1(OB(OC1(C)C)CC=C)C (4,4,5,5-tetramethyl-2-(prop-2-en-1-yl)-1,3,2-dioxaborolane), C([O-])([O-])=O.[K+].[K+] (potassium carbonate). Reagents/catalysts: C1(=CC=CC=C1)P(C1=CC=CC=C1)C1=CC=CC=C1.[Pd] (palladium triphenylphosphane). The solvent is CN(C)C=O (DMF). Reaction conditions: temperature 100 celsius. The product is C(C=C)C1=CC2=C(C(OC2)=O)S1 (2-(Prop-2-en-1-yl)thieno[2,3-C]furan-6(4H)-one). Reaction SMILES: Br[C:2]1[S:10][C:5]2[C:6](=[O:9])[O:7][CH2:8][C:4]=2[CH:3]=1.[CH3:11][C:12]1(C)[C:16](C)(C)OB(CC=C)O1.C(=O)([O-])[O-].[K+].[K+]>C1(P(C2C=CC=CC=2)C2C=CC=CC=2)C=CC=CC=1.[Pd].CN(C=O)C>[CH2:16]([C:2]1[S:10][C:5]2[C:6](=[O:9])[O:7][CH2:8][C:4]=2[CH:3]=1)[CH:12]=[CH2:11] |f:2.3.4,5.6|. Procedure: In a 15 mL microwave reaction vial was added 2-bromothieno[2,3-c]furan-6(4H)-one (45 mg, 0.205 mmol), 4,4,5,5-tetramethyl-2-(prop-2-en-1-yl)-1,3,2-dioxaborolane (34.5 mg, 0.205 mmol, 1.0 eq), potassium carbonate (56.8 mg, 0.411 mmol, 2.0 eq) and palladium triphenylphosphane (1:4) (23.7 mg, 0.021 mmol, 0.1 eq). To above mixture was added DMF (1.0 mL), de-gas and filled with N2. The vial was heated to 100° C. for 60 min, cooled down, diluted with EtOAc, washed with aqueous sodium bicarbonate, brin... Starting materials: CCO, ON=C(SCCCl)c1ccccc1Cl, [Na]. Yields the product Clc1ccccc1C1=NOCCS1. Reaction SMILES: [CH3:16][CH2:17][OH:18].[Cl:1][c:2]1[c:3]([C:8](=[N:9][OH:10])[S:11][CH2:12][CH2:13][Cl:14])[cH:4][cH:5][cH:6][cH:7]1.[Na:15]>>[Cl:1][c:2]1[c:3]([C:8]2=[N:9][O:10][CH2:13][CH2:12][S:11]2)[cH:4][cH:5][cH:6][cH:7]1. Starting materials: C(C1=CC=CC=C1)NC(=O)C1=CN(C2=CC=CC=C12)S(=O)(=O)C1=CC=CC=C1 (N-benzyl-1-(phenylsulfonyl)indole-3-carboxamide), [Li]CCCC (n-BuLi), hexanes, CSSC (methyldisulfide), C(=O)([O-])[O-].[K+].[K+] (K2CO3). The solvent is C1CCOC1 (THF), CO (MeOH), O (water). Conditions: temperature -20 celsius. The product is C(C1=CC=CC=C1)NC(=O)C1=C(NC2=CC=CC=C12)SC (N-benzyl-2-(methylthio)indole-3-carboxamide). Isolated yield 85.9%. RXN SMILES: [CH2:1]([NH:8][C:9]([C:11]1[C:19]2[C:14](=[CH:15][CH:16]=[CH:17][CH:18]=2)[N:13](S(C2C=CC=CC=2)(=O)=O)[CH:12]=1)=[O:10])[C:2]1[CH:7]=[CH:6][CH:5]=[CH:4][CH:3]=1.[Li]CCCC.[CH3:34][S:35]SC.C([O-])([O-])=O.[K+].[K+]>C1COCC1.CO.O>[CH2:1]([NH:8][C:9]([C:11]1[C:19]2[C:14](=[CH:15][CH:16]=[CH:17][CH:18]=2)[NH:13][C:12]=1[S:35][CH3:34])=[O:10])[C:2]1[CH:3]=[CH:4][CH:5]=[CH:6][CH:7]=1 |f:3.4.5|. Procedure: A solution of the above N-benzyl-1-(phenylsulfonyl)indole-3-carboxamide [XXIV: R8 =CH2Ph] (4.2 g, 11 mmol) in dry THF (200 mL) was treated at -78° C. with a solution of 2.5M n-BuLi in hexanes (9.1 mL, 23 mmol), and the stirred mixture was allowed to warm to -20° C. for 15 minutes, before being recooled to -78° C., when it was treated with methyldisulfide (2.5 mL, 28 mmol). The mixture was allowed to warm to 20° C., then quenched with water (25 mL). Volatiles were removed under reduced pressure, ... Starting materials: C[C@]12CC[C@@H]3C=4C=CC(=CC4CC[C@H]3[C@@H]1CC[C@@H]2O)O (estradiol), C[N+]1=C2C=CC=CC2=C(C3=CC=CC=C31)C(=O)OC4=CC=CC=C4 (acridinium ester). Yields the product C[N+]1=C2C=CC=CC2=C(C3=CC=CC=C31)C(=O)OC4=CC=CC=C4.C[C@]12CC[C@H]3[C@H]([C@@H]1CC[C@@H]2O)CCC4=C3C=CC(=C4)O (acridinium ester 17-beta-estradiol). RXN SMILES: [CH3:1][C@@:2]12[C@@H:18]([OH:19])[CH2:17][CH2:16][C@H:15]1[C@H:14]1[C@@H:5]([C:6]3[CH:7]=[CH:8][C:9]([OH:20])=[CH:10][C:11]=3[CH2:12][CH2:13]1)[CH2:4][CH2:3]2.[CH3:21][N+:22]1[C:35]2[C:30](=[CH:31][CH:32]=[CH:33][CH:34]=2)[C:29]([C:36]([O:38][C:39]2[CH:44]=[CH:43][CH:42]=[CH:41][CH:40]=2)=[O:37])=[C:28]2[C:23]=1[CH:24]=[CH:25][CH:26]=[CH:27]2>>[CH3:21][N+:22]1[C:23]2[C:28](=[CH:27][CH:26]=[CH:25][CH:24]=2)[C:29]([C:36]([O:38][C:39]2[CH:44]=[CH:43][CH:42]=[CH:41][CH:40]=2)=[O:37])=[C:30]2[C:35]=1[CH:34]=[CH:33][CH:32]=[CH:31]2.[CH3:1][C@@:2]12[C@@H:18]([OH:19])[CH2:17][CH2:16][C@H:15]1[C@@H:14]1[CH2:13][CH2:12][C:11]3[CH:10]=[C:9]([OH:20])[CH:8]=[CH:7][C:6]=3[C@H:5]1[CH2:4][CH2:3]2 |f:2.3|. Procedure details: incubating the activated estradiol intermediate with an acridinium ester to form an acridinium ester-17-beta-estradiol conjugate or an acridinium ester-17-beta-estradiol derivative conjugate, Starting materials: ClC=1C=C(OC2=C(C=C(COC=3C=C4N(C(N3)=O)CCN4C(=O)OC(C)(C)C)C=C2)F)C=CC1Cl (tert-butyl 7-((4-(3,4-dichlorophenoxy)-3-fluorobenzyl)oxy)-5-oxo-2,3-dihydroimidazo[1,2-c]pyrimidine-1(5H)-carboxylate). Solvent: CN(C)C=O (DMF). Yields the product ClC=1C=C(OC2=C(C=C(COC=3C=C4N(C(N3)=O)CCN4)C=C2)F)C=CC1Cl (7-((4-(3,4-dichlorophenoxy)-3-fluorobenzyl)oxy)-2,3-dihydroimidazo[1,2-c]pyrimi-din-5(1H)-one). Reaction SMILES: [Cl:1][C:2]1[CH:3]=[C:4]([CH:32]=[CH:33][C:34]=1[Cl:35])[O:5][C:6]1[CH:30]=[CH:29][C:9]([CH2:10][O:11][C:12]2[CH:13]=[C:14]3[N:21](C(OC(C)(C)C)=O)[CH2:20][CH2:19][N:15]3[C:16](=[O:18])[N:17]=2)=[CH:8][C:7]=1[F:31]>CN(C=O)C>[Cl:1][C:2]1[CH:3]=[C:4]([CH:32]=[CH:33][C:34]=1[Cl:35])[O:5][C:6]1[CH:30]=[CH:29][C:9]([CH2:10][O:11][C:12]2[CH:13]=[C:14]3[NH:21][CH2:20][CH2:19][N:15]3[C:16](=[O:18])[N:17]=2)=[CH:8][C:7]=1[F:31]. Procedure details: Prepared in a manner similar to that described for E71 using tert-butyl 7-((4-(3,4-dichlorophenoxy)-3-fluorobenzyl)oxy)-5-oxo-2,3-dihydroimidazo[1,2-c]pyrimidine-1(5H)-carboxylate (30 mg, 0.057 mmol) in DMF (2 mL) and silica gel (150 mg). Starting materials: Cc1cc(C(F)(F)F)nn1CC(=O)N1CCC(c2nc(CCc3cccc4ccccc34)cs2)CC1, Cc1cc(C(F)(F)F)nn1CC(=O)O, Cl, CC(C)(C)OC(=O)N1CCC(c2nc(C#Cc3cccc4ccccc34)cs2)CC1, c1ccc2c(CCc3csc(C4CCNCC4)n3)cccc2c1. Product: Cc1cc(C(F)(F)F)nn1CC(=O)N1CCC(c2nc(C#Cc3cccc4ccccc34)cs2)CC1. Reaction SMILES: [CH3:55][c:56]1[cH:57][c:58]([C:87]([F:88])([F:89])[F:90])[n:59][n:60]1[CH2:61][C:62](=[O:63])[N:64]1[CH2:65][CH2:66][CH:67]([c:70]2[s:71][cH:72][c:73]([CH2:75][CH2:76][c:77]3[cH:78][cH:79][cH:80][c:81]4[cH:82][cH:83][cH:84][cH:85][c:86]34)[n:74]2)[CH2:68][CH2:69]1.[CH3:91][c:92]1[n:93]([CH2:94][C:95]([OH:96])=[O:97])[n:98][c:99]([C:100]([F:101])([F:102])[F:103])[cH:104]1.[ClH:31].[c:1]1([C:2]#[C:3][c:4]2[n:5][c:6]([CH:7]3[CH2:8][CH2:9][N:10]([C:11]([O:12][C:13]([CH3:14])([CH3:15])[CH3:16])=[O:17])[CH2:18][CH2:19]3)[s:20][cH:21]2)[c:22]2[c:23]([cH:24][cH:25][cH:26][cH:27]2)[cH:28][cH:29][cH:30]1.[c:32]1([CH2:33][CH2:34][c:35]2[n:36][c:37]([CH:38]3[CH2:39][CH2:40][NH:41][CH2:42][CH2:43]3)[s:44][cH:45]2)[c:46]2[c:47]([cH:48][cH:49][cH:50][cH:51]2)[cH:52][cH:53][cH:54]1>>[CH3:55][c:56]1[cH:57][c:58]([C:87]([F:88])([F:89])[F:90])[n:59][n:60]1[CH2:61][C:62](=[O:63])[N:64]1[CH2:65][CH2:66][CH:67]([c:70]2[s:71][cH:72][c:73]([C:75]#[C:76][c:77]3[cH:78][cH:79][cH:80][c:81]4[cH:82][cH:83][cH:84][cH:85][c:86]34)[n:74]2)[CH2:68][CH2:69]1. The reactants are O.NN (hydrazine hydrate), O=[O+][O-] (ozone), [Na] (sodium), COC(C(C(C(C(=O)OC)=[N+]([O-])O)C1=CC=CC=C1)C(C)=O)=O (2-acetyl-4-aci-nitro-3-phenyl-glutaric acid dimethyl ester). Run in CO (methanol), CO (methanol). Conditions: time 30 minute. Product: COC(=O)C1=NNC(=C(C1C1=CC=CC=C1)C(=O)OC)C (1,4-Dihydro-6-methyl-4-phenyl-pyridazine-3,5-dicarboxylic acid dimethyl ester). Reaction SMILES: O=[O+][O-].[Na].[CH3:5][O:6][C:7](=[O:27])[CH:8]([C:24](=O)[CH3:25])[CH:9]([C:18]1[CH:23]=[CH:22][CH:21]=[CH:20][CH:19]=1)[C:10](=[N+:15](O)[O-])[C:11]([O:13][CH3:14])=[O:12].O.[NH2:29]N>CO>[CH3:14][O:13][C:11]([C:10]1[CH:9]([C:18]2[CH:23]=[CH:22][CH:21]=[CH:20][CH:19]=2)[C:8]([C:7]([O:6][CH3:5])=[O:27])=[C:24]([CH3:25])[NH:29][N:15]=1)=[O:12] |f:3.4,^1:3|. Procedure details: Dry ozone is passed, in excess, into a solution of 69.0 g (0.2 mol) of the sodium salt of 2-acetyl-4-aci-nitro-3-phenyl-glutaric acid dimethyl ester in 300 ml of absolute methanol at -78° C. until the solution becomes blue-coloured. After 30 minutes, the ozone is removed by passing dry nitrogen in and the mixture is warmed to -20°, under nitrogen. 10 g (0.2 mol) of hydrazine hydrate in 50 ml of absolute methanol are added dropwise and the mixture is stirred at room temperature for 12 hours. For ...